Dataset: the Open Reaction Database (ORD), a public repository of structured organic reaction records. Task: describe an organic reaction: reactants, conditions, products, and yield Starting materials: C1COCCO1, Cc1ccc(CN)o1, COc1cc2c(Cl)c(C(N)=O)cnc2cc1-c1c(C)noc1C. Yields the product COc1cc2c(NCc3ccc(C)o3)c(C(N)=O)cnc2cc1-c1c(C)noc1C. RXN SMILES: [CH2:32]1[O:33][CH2:34][CH2:35][O:36][CH2:37]1.[CH3:24][c:25]1[cH:26][cH:27][c:28]([CH2:30][NH2:31])[o:29]1.[Cl:1][c:2]1[c:3]([C:21](=[O:22])[NH2:23])[cH:4][n:5][c:6]2[cH:7][c:8](-[c:14]3[c:15]([CH3:20])[n:16][o:17][c:18]3[CH3:19])[c:9]([O:12][CH3:13])[cH:10][c:11]12>>[c:2]1([NH:31][CH2:30][c:28]2[cH:27][cH:26][c:25]([CH3:24])[o:29]2)[c:3]([C:21](=[O:22])[NH2:23])[cH:4][n:5][c:6]2[cH:7][c:8](-[c:14]3[c:15]([CH3:20])[n:16][o:17][c:18]3[CH3:19])[c:9]([O:12][CH3:13])[cH:10][c:11]12.